From a dataset of the Open Reaction Database (ORD), a public repository of structured organic reaction records. describe an organic reaction: reactants, conditions, products, and yield Starting materials: C1(CCCC1)OC=1C=C(C=CC1OC)C1CC(CC1)O (3-(3-Cyclopentyloxy-4-methoxyphenyl) -cyclopentan-1-ol), ( E9 ), CCOC(=O)/N=N/C(=O)OCC (diethylazodicarboxylate), C1(=CC=CC=C1)P(C1=CC=CC=C1)C1=CC=CC=C1 (triphenylphosphine), C(C)(=O)O (acetic acid), oil, [OH-].[K+] (potassium hydroxide), trans acetate. The solvent is O1CCCC1 (tetrahydrofuran), CO (methanol), O (water). Yields the product C1(CCCC1)OC=1C=C(C=CC1OC)[C@@H]1C[C@H](CC1)O (trans-3-(3-Cyclopentyloxy-4-methoxyphenyl)-cyclopentan-1-ol). The yield is 55.6%. Reaction SMILES: [CH:1]1([O:6][C:7]2[CH:8]=[C:9]([CH:15]3[CH2:19][CH2:18][CH:17]([OH:20])[CH2:16]3)[CH:10]=[CH:11][C:12]=2[O:13][CH3:14])[CH2:5][CH2:4][CH2:3][CH2:2]1.CCOC(/N=N/C(OCC)=O)=O.C1(P(C2C=CC=CC=2)C2C=CC=CC=2)C=CC=CC=1.C(O)(=O)C.[OH-].[K+]>CO.O.O1CCCC1>[CH:1]1([O:6][C:7]2[CH:8]=[C:9]([C@H:15]3[CH2:19][CH2:18][C@H:17]([OH:20])[CH2:16]3)[CH:10]=[CH:11][C:12]=2[O:13][CH3:14])[CH2:2][CH2:3][CH2:4][CH2:5]1 |f:4.5|. Procedure: 3-(3-Cyclopentyloxy-4-methoxyphenyl) -cyclopentan-1-ol, (predominantly cis, 160 mg, 0.58mmol) (E9) in freshly distilled tetrahydrofuran (5 ml) was stirred vigorously with diethylazodicarboxylate (96μl 0.58 mmol), triphenylphosphine (152 mg, 0.58mmol) and glacial acetic acid (35μl, 0.61 mmol) under an argon atmosphere at room temperature for 24 hr. The liquids were removed under reduced pressure, with purification by flash chromatography, eluting with 2:1 hexanes/ether, providing and trans acetat... Reactants: CO.C(Cl)(Cl)Cl (methanol chloroform), N(C(=N)N)C=1SC=C(N1)C1CC(CCC1)N (2-guanidino-4-(3-aminocyclohexyl)thiazole), N(C(=N)N)C=1SC=C(N1)C1CC(CCC1)NC1=C(C(C1=O)=O)OC (1-[3-(2-guanidinothiazol-4-yl)cyclohexylamino]-2-methoxycyclobutene-3,4-dione). Run in CO (methanol). Run at time 6 hour. Yields the product N(C(=N)N)C=1SC=C(N1)C1CC(CCC1)NC1=C(C(C1=O)=O)NC1CC(CCC1)C=1N=C(SC1)NC(=N)N (1,2-bis[3-(2-guanidinothiazol-4-yl)cyclohexylamino]cyclobutene-3,4-dione). Reaction SMILES: [NH:1]([C:5]1[S:6][CH:7]=[C:8]([CH:10]2[CH2:15][CH2:14][CH2:13][CH:12]([NH:16][C:17]3[C:20](=O)[C:19](=[O:22])[C:18]=3[O:23]C)[CH2:11]2)[N:9]=1)[C:2]([NH2:4])=[NH:3].CO.C(Cl)(Cl)Cl.[NH:31]([C:35]1[S:36][CH:37]=[C:38]([CH:40]2[CH2:45][CH2:44][CH2:43][CH:42]([NH2:46])[CH2:41]2)[N:39]=1)[C:32]([NH2:34])=[NH:33]>CO>[NH:31]([C:35]1[S:36][CH:37]=[C:38]([CH:40]2[CH2:45][CH2:44][CH2:43][CH:42]([NH:46][C:20]3[C:19](=[O:22])[C:18](=[O:23])[C:17]=3[NH:16][CH:12]3[CH2:13][CH2:14][CH2:15][CH:10]([C:8]4[N:9]=[C:5]([NH:1][C:2]([NH2:4])=[NH:3])[S:6][CH:7]=4)[CH2:11]3)[CH2:41]2)[N:39]=1)[C:32]([NH2:34])=[NH:33] |f:1.2|. Procedure: To a solution of 1-[3-(2-guanidinothiazol-4-yl)cyclohexylamino]-2-methoxycyclobutene-3,4-dione (0.1 g.) in 15 ml. of methanol/chloroform (50:50 v/v) was added a solution of 2-guanidino-4-(3-aminocyclohexyl)thiazole (0.07 g.) in methanol (3 ml.) and the resulting solution was allowed to stand at room temperature for 6 hours. After heating under reflux for 6 hours, the reaction mixture was concentrated and cooled to give, as a white amorphous solid, 1,2-bis[3-(2-guanidinothiazol-4-yl)cyclohexylami... Reactants: [N+](=O)([O-])C=1C=CC=C2C=3CCCC(C3NC12)=O (8-nitro-2,3,4,9-tetrahydro-1H-carbazol-1-one), C(C)O (ethanol). The reagents and catalysts are [C].[Pd] (palladium-carbon). Solvent: O1CCCC1 (tetrahydrofuran). Run at time 8 hour. The product is NC=1C=CC=C2C=3CCCC(C3NC12)=O (8-Amino-2,3,4,9-tetrahydro-1H-carbazole-1-one). Yield: 92.0%. As a reaction SMILES: [N+:1]([C:4]1[CH:5]=[CH:6][CH:7]=[C:8]2[C:16]=1[NH:15][C:14]1[C:13](=[O:17])[CH2:12][CH2:11][CH2:10][C:9]2=1)([O-])=O.C(O)C>[C].[Pd].O1CCCC1>[NH2:1][C:4]1[CH:5]=[CH:6][CH:7]=[C:8]2[C:16]=1[NH:15][C:14]1[C:13](=[O:17])[CH2:12][CH2:11][CH2:10][C:9]2=1 |f:2.3|. Procedure: A mixture of 8-nitro-2,3,4,9-tetrahydro-1H-carbazol-1-one (1.50 g), 10% palladium-carbon (0.20 g), ethanol (5 mL) and tetrahydrofuran (10 mL) was stirred at room temperature overnight under a hydrogen atmosphere. Palladium-carbon was filtered off, and the filtrate was concentrated to give the title compound (1.20 g, yield 92%) as yellow crystals. melting point 233-234° C. The reactants are C(=O)(C(F)(F)F)O (TFA), COC1=C(C(=C(C(=C1C)C)OC)C)C(CC=C)O (1-(2,5-dimethoxy-3,4,6-trimethylphenyl)but-3-en-1-ol), [SiH](CC)(CC)CC (Et3SiH). The solvent is C(Cl)Cl (CH2Cl2). Yields the product C(CC=C)C1=C(C(=C(C(=C1C)OC)C)C)OC (1-(but-3-enyl)-2,5-dimethoxy-3,4,6-trimethylbenzene). Yield: 55.4%. RXN SMILES: [CH3:1][O:2][C:3]1[C:8]([CH3:9])=[C:7]([CH3:10])[C:6]([O:11][CH3:12])=[C:5]([CH3:13])[C:4]=1[CH:14](O)[CH2:15][CH:16]=[CH2:17].C(O)(C(F)(F)F)=O.[SiH](CC)(CC)CC>C(Cl)Cl>[CH2:14]([C:4]1[C:5]([CH3:13])=[C:6]([O:11][CH3:12])[C:7]([CH3:10])=[C:8]([CH3:9])[C:3]=1[O:2][CH3:1])[CH2:15][CH:16]=[CH2:17]. Procedure details: Crude 1-(2,5-dimethoxy-3,4,6-trimethylphenyl)but-3-en-1-ol (9.8 g) in 10 mL CH2Cl2 was added slowly, dropwise to a rapidly stirred, biphasic solution of TFA (10.5 mL, 153 mmol, 5 equiv.) and Et3SiH (6.3 mL, 1.3 equiv). The exothermic reaction was cooled in a room temperature water bath until addition was complete and the reaction stirred for and additional 2 h at room temperature. The brown solution was concentrated via rotovap, azeotroped 3×50 mL MeOH and 3×50 mL heptane and remainder taken up ... Reactants: C1CCOC1, C[Si](C)(C)[N-][Si](C)(C)C, CC#N, [Li+], C=CCOC(=O)C1=C(OP(Oc2ccccc2)Oc2ccccc2)C(C)C2C(C(C)O[Si](C)(C)C)C(=O)N12, O, C=CCOC(=O)N1CC=C(c2csc(S)n2)CC1C. The product is C=CCOC(=O)C1=C(Sc2nc(C3=CCN(C(=O)OCC=C)C(C)C3)cs2)C(C)C2C(C(C)O[Si](C)(C)C)C(=O)N12. RXN SMILES: [CH2:71]1[O:72][CH2:73][CH2:74][CH2:75]1.[CH3:1][Si:2]([CH3:3])([CH3:4])[N-:5][Si:6]([CH3:7])([CH3:8])[CH3:9].[CH3:68][C:69]#[N:70].[Li+:10].[O:30]([P:31]([O:32][c:33]1[cH:34][cH:35][cH:36][cH:37][cH:38]1)[O:61][C:39]1=[C:40]([C:55](=[O:56])[O:57][CH2:58][CH:59]=[CH2:60])[N:41]2[C:42](=[O:54])[CH:43]([CH:47]([CH3:48])[O:49][Si:50]([CH3:51])([CH3:52])[CH3:53])[CH:44]2[CH:45]1[CH3:46])[c:62]1[cH:63][cH:64][cH:65][cH:66][cH:67]1.[OH2:76].[SH:11][c:12]1[s:13][cH:14][c:15]([C:17]2=[CH:22][CH2:21][N:20]([C:23](=[O:24])[O:25][CH2:26][CH:27]=[CH2:28])[CH:19]([CH3:29])[CH2:18]2)[n:16]1>>[S:11]([c:12]1[s:13][cH:14][c:15]([C:17]2=[CH:22][CH2:21][N:20]([C:23](=[O:24])[O:25][CH2:26][CH:27]=[CH2:28])[CH:19]([CH3:29])[CH2:18]2)[n:16]1)[C:39]1=[C:40]([C:55](=[O:56])[O:57][CH2:58][CH:59]=[CH2:60])[N:41]2[C:42](=[O:54])[CH:43]([CH:47]([CH3:48])[O:49][Si:50]([CH3:51])([CH3:52])[CH3:53])[CH:44]2[CH:45]1[CH3:46]. The reactants are COC(=O)CNC(=O)c1nc(Cl)c2ccccc2c1OC, CCO, [K+], [OH-]. Yields the product COc1c(C(=O)NCC(=O)O)nc(Cl)c2ccccc12. RXN SMILES: [CH3:1][O:2][C:3]([CH2:4][NH:5][C:6](=[O:7])[c:8]1[n:9][c:10]([Cl:20])[c:11]2[cH:12][cH:13][cH:14][cH:15][c:16]2[c:17]1[O:18][CH3:19])=[O:21].[CH3:24][CH2:25][OH:26].[K+:23].[OH-:22]>>[O:2]=[C:3]([CH2:4][NH:5][C:6](=[O:7])[c:8]1[n:9][c:10]([Cl:20])[c:11]2[cH:12][cH:13][cH:14][cH:15][c:16]2[c:17]1[O:18][CH3:19])[OH:21].